Dataset: the Open Reaction Database (ORD), a public repository of structured organic reaction records. Task: describe an organic reaction: reactants, conditions, products, and yield Reactants: C(C)(C)(C)OC(=O)N1C(\C(\C2=CC=C(C=C12)Cl)=C/C1=C(C=CC(=C1)Cl)OCC#N)=O (Z-6-chloro-3-(5-chloro-2-cyanomethoxy-benzylidene)-2-oxo-2,3-dihydro-indole-1-carboxylic acid tert-butyl ester), FC=1C=CC(=C(C1)C=NC(=C)O[Si](C)(C)C)C (1-(5-fluoro-2-methyl-phenyl)-3-trimethylsilyoxy-2-aza-1,3-butadiene). The solvent is C1(=CC=CC=C1)C (toluene). Yields the product ClC1=CC=C2C(=C1)NC(C21C(NC(CC1C1=C(C=CC(=C1)Cl)OCC#N)=O)C1=C(C=CC(=C1)F)C)=O (Racemic (2′S,3S,4′R)-6-chloro-4′-[5-chloro-2-cyanomethoxy-phenyl]-2′-(5-fluoro-2-methyl-phenyl)spiro[3H-indole-3,3′-piperidine]-2,6′(1H)-dione). Isolated yield 1.7%. RXN SMILES: C(OC([N:8]1[C:16]2[C:11](=[CH:12][CH:13]=[C:14]([Cl:17])[CH:15]=2)/[C:10](=[CH:18]/[C:19]2[CH:24]=[C:23]([Cl:25])[CH:22]=[CH:21][C:20]=2[O:26][CH2:27][C:28]#[N:29])/[C:9]1=[O:30])=O)(C)(C)C.[F:31][C:32]1[CH:33]=[CH:34][C:35]([CH3:47])=[C:36]([CH:38]=[N:39][C:40]([O:42][Si](C)(C)C)=[CH2:41])[CH:37]=1>C1(C)C=CC=CC=1>[Cl:17][C:14]1[CH:15]=[C:16]2[NH:8][C:9](=[O:30])[C:10]3([CH:18]([C:19]4[CH:24]=[C:23]([Cl:25])[CH:22]=[CH:21][C:20]=4[O:26][CH2:27][C:28]#[N:29])[CH2:41][C:40](=[O:42])[NH:39][CH:38]3[C:36]3[CH:37]=[C:32]([F:31])[CH:33]=[CH:34][C:35]=3[CH3:47])[C:11]2=[CH:12][CH:13]=1. Procedure: In a manner similar to the method described in Example 10d, E/Z-6-chloro-3-(5-chloro-2-cyanomethoxy-benzylidene)-2-oxo-2,3-dihydro-indole-1-carboxylic acid tert-butyl ester (5 g, 11 mmol) was reacted with 1-(5-fluoro-2-methyl-phenyl)-3-trimethylsilyoxy-2-aza-1,3-butadiene (44 mmol) in toluene to give the title compound as a white solid (100 mg). Starting materials: BrC1=CC=C(C=C1)S(=O)(=O)NCCC (4-bromo-N-propylbenzenesulfonamide), C(C)(C)(C)P(C(C)(C)C)C(C)(C)C (Tri-t-butylphosphine), C(#N)C1=CC=C(N1C)B(O)O (5-cyano-1-methyl-1H-pyrrol-2-ylboronic acid), [F-].[K+] (potassium fluoride). Reagents/catalysts: C=1C=CC(=CC1)/C=C/C(=O)/C=C/C2=CC=CC=C2.C=1C=CC(=CC1)/C=C/C(=O)/C=C/C2=CC=CC=C2.C=1C=CC(=CC1)/C=C/C(=O)/C=C/C2=CC=CC=C2.[Pd].[Pd] (tris(dibenzylideneacetone)dipalladium(0)). Run at time 16 hour. Yields the product C(#N)C1=CC=C(N1C)C1=CC=C(C=C1)S(=O)(=O)NCCC (4-(5-cyano-1-methyl-1H-pyrrol-2-yl)-N-propylbenzenesulfonamide). Isolated yield 17.3%. RXN SMILES: Br[C:2]1[CH:7]=[CH:6][C:5]([S:8]([NH:11][CH2:12][CH2:13][CH3:14])(=[O:10])=[O:9])=[CH:4][CH:3]=1.[C:15]([C:17]1[N:21]([CH3:22])[C:20](B(O)O)=[CH:19][CH:18]=1)#[N:16].[F-].[K+].C(P(C(C)(C)C)C(C)(C)C)(C)(C)C>C1C=CC(/C=C/C(/C=C/C2C=CC=CC=2)=O)=CC=1.C1C=CC(/C=C/C(/C=C/C2C=CC=CC=2)=O)=CC=1.C1C=CC(/C=C/C(/C=C/C2C=CC=CC=2)=O)=CC=1.[Pd].[Pd]>[C:15]([C:17]1[N:21]([CH3:22])[C:20]([C:2]2[CH:7]=[CH:6][C:5]([S:8]([NH:11][CH2:12][CH2:13][CH3:14])(=[O:10])=[O:9])=[CH:4][CH:3]=2)=[CH:19][CH:18]=1)#[N:16] |f:2.3,5.6.7.8.9|. Procedure details: According to general procedure B, 4-bromo-N-propylbenzenesulfonamide (111 mg, 0.40 mmol), 5-cyano-1-methyl-1H-pyrrol-2-ylboronic acid (72 mg, 0.48 mmol), potassium fluoride (76 mg, 1.3 mmol), and tris(dibenzylideneacetone)dipalladium(0) (10 mg, 0.01 mmol) were placed in an oven dried flask under nitrogen and dry THF (1.0 mL) was added. Tri-t-butylphosphine (60 μL, 0.02 mmol, 10 wt % in hexane) was added and the reaction was stirred for 16 hours. 4-(5-cyano-1-methyl-1H-pyrrol-2-yl)-N-propylbenzen... The reactants are Cl.N1CCC(CC1)C(O)C1=CC=C(C=C1)OC(F)(F)F (4-piperidyl[4-(trifluoromethoxy)phenyl]methanol, hydrochloride), BrCC1=CC=C(C=C1)C=1N=NN(N1)C (5-[4-(bromomethyl)phenyl]-2-methyl-1,2,3,4-tetraazole), C(C)(C)N(C(C)C)CC (N,N-diisopropylethylamine). Solvent: CS(=O)C (DMSO). The product is CN1N=C(N=N1)CN1CCC(CC1)C(O)C1=CC=C(C=C1)OC(F)(F)F ({1-[(2-methyl(1,2,3,4-tetraazol-5-yl))methyl](4-piperidyl)}[4-(trifluoromethoxy)phenyl]methanol). Reaction SMILES: Cl.[NH:2]1[CH2:7][CH2:6][CH:5]([CH:8]([C:10]2[CH:15]=[CH:14][C:13]([O:16][C:17]([F:20])([F:19])[F:18])=[CH:12][CH:11]=2)[OH:9])[CH2:4][CH2:3]1.BrCC1C=C[C:26]([C:29]2[N:30]=[N:31][N:32]([CH3:34])[N:33]=2)=CC=1.C(N(CC)C(C)C)(C)C>CS(C)=O>[CH3:34][N:32]1[N:31]=[N:30][C:29]([CH2:26][N:2]2[CH2:7][CH2:6][CH:5]([CH:8]([C:10]3[CH:15]=[CH:14][C:13]([O:16][C:17]([F:18])([F:19])[F:20])=[CH:12][CH:11]=3)[OH:9])[CH2:4][CH2:3]2)=[N:33]1 |f:0.1|. Procedure: This compound was prepared in a manner analogous to that of Step E of Example 3, using 7.0 grams (0.026 mole) of 4-piperidyl[4-(trifluoromethoxy)phenyl]methanol, hydrochloride, 6.8 grams (0.026 mole) of 5-[4-(bromomethyl)phenyl]-2-methyl-1,2,3,4-tetraazole (prepared in a manner analogous to that of Steps A–C of Example 4), and 9.9 grams (0.077 mole) of N,N-diisopropylethylamine in about 40 mL of DMSO. The NMR spectrum was consistent with the proposed structure. The reactants are Cl (HCl), CC1(O[C@@H]2[C@H](O1)CC[C@H]2C2=CN=C1N2C=CN=C1N)C (3-((3aS,4S,6aR)-2,2-dimethyltetrahydro-3aH-cyclopenta[d][1,3]dioxol-4-yl)imidazo[1,2-a]pyrazin-8-amine). The solvent is CO (methanol). Reaction conditions: temperature 65 celsius, time 8 hour. Yields the product NC=1C=2N(C=CN1)C(=CN2)[C@H]2[C@@H]([C@@H](CC2)O)O ((1R,2S,3S)-3-(8-aminoimidazo[1,2-a]pyrazin-3-yl)cyclopentane-1,2-diol). Reaction SMILES: Cl.CC1(C)[O:7][C@@H:6]2[CH2:8][CH2:9][C@@H:10]([C:11]3[N:15]4[CH:16]=[CH:17][N:18]=[C:19]([NH2:20])[C:14]4=[N:13][CH:12]=3)[C@@H:5]2[O:4]1>CO>[NH2:20][C:19]1[C:14]2[N:15]([C:11]([C@@H:10]3[CH2:9][CH2:8][C@@H:6]([OH:7])[C@H:5]3[OH:4])=[CH:12][N:13]=2)[CH:16]=[CH:17][N:18]=1. Procedure details: Concentrated HCl (4 mL) was added to 3-((3aS,4S,6aR)-2,2-dimethyltetrahydro-3aH-cyclopenta[d][1,3]dioxol-4-yl)imidazo[1,2-a]pyrazin-8-amine (2-10) (1.20 g, 4.37 mmol, 1 equiv) in methanol (20 mL) and the mixture was heated to 65° C. After 8 hours, no more starting material was present and the mixture was concentrated to afford desired (1R,2S,3S)-3-(8-aminoimidazo[1,2-a]pyrazin-3-yl)cyclopentane-1,2-diol (2-11) as a tan solid. 1H NMR (500 MHz, CD3 OD): δ 8.06 (d, J=5.8 Hz, 1H); 7.82 (s, 1H); 7.27... The reactants are C(#N)C=1C=C2C[C@@H](CNC2=CC1)NS(=O)(=O)C1=CC=CC=C1 ((S)—N-(6-Cyano-1,2,3,4-tetrahydro-quinolin-3-yl)-benzenesulfonamide), C(C1=CC=CC=C1)=O (benzaldehyde). The product is C(C1=CC=CC=C1)N1CC(CC2=CC(=CC=C12)C#N)NS(=O)(=O)C1=CC=CC=C1 (N-(1-Benzyl-6-cyano-1,2,3,4-tetrahydroquinolin-3-yl)-benzenesulfonamide). RXN SMILES: [C:1]([C:3]1[CH:4]=[C:5]2[C:10](=[CH:11][CH:12]=1)[NH:9][CH2:8][C@@H:7]([NH:13][S:14]([C:17]1[CH:22]=[CH:21][CH:20]=[CH:19][CH:18]=1)(=[O:16])=[O:15])[CH2:6]2)#[N:2].[CH:23](=O)[C:24]1[CH:29]=[CH:28][CH:27]=[CH:26][CH:25]=1>>[CH2:23]([N:9]1[C:10]2[C:5](=[CH:4][C:3]([C:1]#[N:2])=[CH:12][CH:11]=2)[CH2:6][CH:7]([NH:13][S:14]([C:17]2[CH:22]=[CH:21][CH:20]=[CH:19][CH:18]=2)(=[O:16])=[O:15])[CH2:8]1)[C:24]1[CH:29]=[CH:28][CH:27]=[CH:26][CH:25]=1. Reported procedure: Compound 165A was prepared from racemate 1G and benzaldehyde by procedures analogous to those described in Example 22A. As a reaction SMILES: [F:1][C:2]([c:3]1[cH:4][c:5]2[c:6]([cH:18][cH:19]1)[S:7][c:8]1[c:9]([c:13]([Cl:17])[cH:14][cH:15][cH:16]1)[CH2:10][CH:11]2[OH:12])([F:20])[F:21].[OH2:38].[S:34]([Cl:35])([Cl:36])=[O:37].[cH:22]1[cH:23][cH:24][cH:25][cH:26][cH:27]1.[cH:28]1[cH:29][cH:30][n:31][cH:32][cH:33]1>>[F:1][C:2]([c:3]1[cH:4][c:5]2[c:6]([cH:18][cH:19]1)[S:7][c:8]1[c:9]([c:13]([Cl:17])[cH:14][cH:15][cH:16]1)[CH2:10][CH:11]2[Cl:36])([F:20])[F:21]. Starting materials: OC1Cc2c(Cl)cccc2Sc2ccc(C(F)(F)F)cc21, O, O=S(Cl)Cl, c1ccccc1, c1ccncc1. Yields the product FC(F)(F)c1ccc2c(c1)C(Cl)Cc1c(Cl)cccc1S2. The reactants are CNCCNC1=CC=CC=C1 (N-methyl-N'-phenyl-1,2-ethanediamine), BrC(C(=O)N)CBr (2,3-dibromopropanamide). The product is CN1C(CN(CC1)C1=CC=CC=C1)C(=O)N (1-Methyl-4-phenyl-2-piperazinecarboxamide). Reaction SMILES: [CH3:1][NH:2][CH2:3][CH2:4][NH:5][C:6]1[CH:11]=[CH:10][CH:9]=[CH:8][CH:7]=1.Br[CH:13]([CH2:17]Br)[C:14]([NH2:16])=[O:15]>>[CH3:1][N:2]1[CH2:3][CH2:4][N:5]([C:6]2[CH:11]=[CH:10][CH:9]=[CH:8][CH:7]=2)[CH2:17][CH:13]1[C:14]([NH2:16])=[O:15]. Reported procedure: In a manner similar to preparation 1, react N-methyl-N'-phenyl-1,2-ethanediamine with 2,3-dibromopropanamide to obtainthe title compound. The reactants are COC(\C=C(\C=C\C(=C(\C=C\C1=C(C(=C(C=C1Cl)OC)C)Cl)/C)\F)/C)=O (methyl-(2E,4E,6Z,8E)-3,7-dimethyl-6-fluoro-9-(2,6-dichloro-3-methyl-4-methoxyphenyl)-nonatetraenoate), C\C(=C/C(=O)O)\C=C\C(=C(\C=C\C1=C(C(=C(C=C1Cl)OC)C)Cl)/C)\F (2E,4E,6Z,8E-3,7-dimethyl-6-fluoro-9-(2,6-dichloro-3-methyl-4-methoxyphenyl)-2,4,6,8-nonatetraenoic acid), CO (methanol), [OH-].[Na+] (sodium hydroxide). Run in O (water). The product is CC(=CC(=O)O)C=C/C(=C(/C=C/C1=C(C(=C(C=C1Cl)OC)C)Cl)\C)/F (6Z,8E-3,7-dimethyl-6-fluoro-9-(2,6-dichloro-3-methyl-4-methoxyphenyl)-2,4,6,8-nonatetraenoic acid). Reaction SMILES: C[O:2][C:3](=[O:26])/[CH:4]=[C:5](\[CH3:25])/[CH:6]=[CH:7]/[C:8](/[F:24])=[C:9](\[CH3:23])/[CH:10]=[CH:11]/[C:12]1[C:17]([Cl:18])=[CH:16][C:15]([O:19][CH3:20])=[C:14]([CH3:21])[C:13]=1[Cl:22].CO.[OH-].[Na+].C/C(/C=C/C(/F)=C(\C)/C=C/C1C(Cl)=CC(OC)=C(C)C=1Cl)=C\C(O)=O>O>[CH3:25][C:5]([CH:6]=[CH:7]/[C:8](/[F:24])=[C:9](\[CH3:23])/[CH:10]=[CH:11]/[C:12]1[C:17]([Cl:18])=[CH:16][C:15]([O:19][CH3:20])=[C:14]([CH3:21])[C:13]=1[Cl:22])=[CH:4][C:3]([OH:26])=[O:2] |f:2.3|. Procedure details: In a manner similar to that described in Example 24, 1.2 g. (3 mmol) of methyl-(2E,4E,6Z,8E)-3,7-dimethyl-6-fluoro-9-(2,6-dichloro-3-methyl-4-methoxyphenyl)-nonatetraenoate were dissolved in 10 ml. of methanol and treated with a solution of 0.59 g. of sodium hydroxide in 4 ml. of water. The work-up as described in Example 24 afforded 2E,4E,6Z,8E-3,7-dimethyl-6-fluoro-9-(2,6-dichloro-3-methyl-4-methoxyphenyl)-2,4,6,8-nonatetraenoic acid. The reactants are CC1(C2=C(C=C3N=C4C=CC=CC4=C13)C=C1C=CCC=C12)C (12,12-dimethyl-10,12-dihydroindeno[2,1-b]carbazole), IC1=CC=CC=C1 (iodobenzene), S([O-])(O)=O.[Na+] (sodium bisulfite), C(C)(C)(C)C1=C(C(C(=O)O)=CC(=C1)C(C)(C)C)O (3,5-di(tert-butyl)salicylic acid), C([O-])([O-])=O.[K+].[K+] (potassium carbonate), nitrogen-substituted. Reagents/catalysts: [Cu] (copper). The solvent is C(CCCCCCCCCCC)C1=CC=CC=C1 (dodecylbenzene). Run at temperature 170 celsius, time 10 hour. The product is CC1(C2=C(C=C3N=C4C=CC=CC4=C13)C=C1C=CC(C=C12)C1=CC=CC=C1)C (12,12-dimethyl-10-phenyl-10,12-dihydroindeno[2,1-b]carbazole). Isolated yield 88.3%. Reaction SMILES: [CH3:1][C:2]1([CH3:22])[C:14]2[C:6]([N:7]=[C:8]3[C:13]=2[CH:12]=[CH:11][CH:10]=[CH:9]3)=[CH:5][C:4]2[CH:15]=[C:16]3[C:21]([C:3]1=2)=[CH:20][CH2:19][CH:18]=[CH:17]3.I[C:24]1[CH:29]=[CH:28][CH:27]=[CH:26][CH:25]=1.S(=O)(O)[O-].[Na+].C(C1C=C(C(C)(C)C)C=C(C(O)=O)C=1O)(C)(C)C.C(=O)([O-])[O-].[K+].[K+]>[Cu].C(C1C=CC=CC=1)CCCCCCCCCCC>[CH3:1][C:2]1([CH3:22])[C:14]2[C:6]([N:7]=[C:8]3[C:13]=2[CH:12]=[CH:11][CH:10]=[CH:9]3)=[CH:5][C:4]2[CH:15]=[C:16]3[C:21]([C:3]1=2)=[CH:20][CH:19]([C:24]1[CH:29]=[CH:28][CH:27]=[CH:26][CH:25]=1)[CH:18]=[CH:17]3 |f:2.3,5.6.7|. Procedure details: The resulting 12,12-dimethyl-10,12-dihydroindeno[2,1-b]carbazole (7.8 g), iodobenzene (3.7 ml), sodium bisulfite (0.43 g), a copper powder (0.17 g), 3,5-di(tert-butyl)salicylic acid (0.69 g), potassium carbonate (5.71 g), and dodecylbenzene (10 ml) were added to a nitrogen-substituted reaction vessel, heated, and stirred at 170° C. for 10 hours. The mixture was cooled to 100° C., extracted by adding toluene (100 ml), concentrated under reduced pressure, and crystallized using n-hexane (30 ml) to... Starting materials: ClC1=C(C(=O)C2=C(SC(=C2)CC)N2C(=NN=C2CC)CNC(=O)C=2N(C3=CC=CC=C3C2)CC(=O)OCC)C=CC=C1 (Ethyl 2-(4-(3-(2-chlorobenzoyl)-5-ethylthiophen-2-yl)-5-ethyl[1,2,4]triazol-3-ylmethylcarbamoyl)indole-1-acetate), [OH-].[Na+] (sodium hydroxide). The solvent is C(C)O (ethanol), C(C)O (ethanol). Conditions: temperature 50 celsius, time 1 hour. Yields the product ClC1=C(C(=O)C2=C(SC(=C2)CC)N2C(=NN=C2CC)CNC(=O)C=2N(C3=CC=CC=C3C2)CC(=O)O)C=CC=C1 (2-(4-(3-(2-chlorobenzoyl)-5-ethylthiophen-2-yl)-5-ethyl[1,2,4]triazol-3-ylmethylcarbamoyl)indole-1-acetic acid). Isolated yield 35.7%. RXN SMILES: [Cl:1][C:2]1[CH:42]=[CH:41][CH:40]=[CH:39][C:3]=1[C:4]([C:6]1[CH:10]=[C:9]([CH2:11][CH3:12])[S:8][C:7]=1[N:13]1[C:17]([CH2:18][CH3:19])=[N:16][N:15]=[C:14]1[CH2:20][NH:21][C:22]([C:24]1[N:25]([CH2:33][C:34]([O:36]CC)=[O:35])[C:26]2[C:31]([CH:32]=1)=[CH:30][CH:29]=[CH:28][CH:27]=2)=[O:23])=[O:5].[OH-].[Na+]>C(O)C>[Cl:1][C:2]1[CH:42]=[CH:41][CH:40]=[CH:39][C:3]=1[C:4]([C:6]1[CH:10]=[C:9]([CH2:11][CH3:12])[S:8][C:7]=1[N:13]1[C:17]([CH2:18][CH3:19])=[N:16][N:15]=[C:14]1[CH2:20][NH:21][C:22]([C:24]1[N:25]([CH2:33][C:34]([OH:36])=[O:35])[C:26]2[C:31]([CH:32]=1)=[CH:30][CH:29]=[CH:28][CH:27]=2)=[O:23])=[O:5] |f:1.2|. Reported procedure: Ethyl 2-(4-(3-(2-chlorobenzoyl)-5-ethylthiophen-2-yl)-5-ethyl[1,2,4]triazol-3-ylmethylcarbamoyl)indole-1-acetate (1.0 g) and a solution of sodium hydroxide (0.13 g) in ethanol were added to ethanol (20 ml), and the mixture was stirred at 50° C. for 1 hour. The solvent was evaporated, and the residue was dissolved in water. Toluene was added to the solution for washing. The aqueous layer was taken out, and 2M hydrochloric acid was added to adjust the solution to pH 2. The solution was extracted w...